describe an organic reaction: reactants, conditions, products, and yield From a dataset of the Open Reaction Database (ORD), a public repository of structured organic reaction records. Reactants: C1(=CC=C(C=C1)C1=CC2=C(N(C(=N2)S(=O)(=O)C)COCC[Si](C)(C)C)C=C1Cl)C1=CC=CC=C1 (5-(biphenyl-4-yl)-6-chloro-2-(methylsulfonyl)-1-{[2-(trimethylsilyl)ethoxy]methyl}-1H-benzimidazole), C1(=CC=C(C=C1)C1=CC2=C(N(C(=N2)S(=O)(=O)C)COCC[Si](C)(C)C)C=C1Cl)C1=CC=CC=C1 (5-(biphenyl-4-yl)-6-chloro-2-(methylsulfonyl)-1-{[2-(trimethylsilyl)ethoxy]methyl}-1H-benzimidazole), OC1CC(CC1)C(=O)OCC (ethyl 3-hydroxycyclopentanecarboxylate), OC1CC(CC1)C(=O)OCC (ethyl 3-hydroxycyclopentanecarboxylate). The solvent is CN(C)C=O (DMF), CCOC(=O)C (EtOAc). Reaction conditions: temperature 80 celsius. Product: C1(=CC=C(C=C1)C1=CC2=C(N(C(=N2)OC2CC(CC2)C(=O)OCC)COCC[Si](C)(C)C)C=C1Cl)C1=CC=CC=C1 (Ethyl 3-{[5-(biphenyl-4-yl)-6-chloro-1-{[2-(trimethylsilyl)ethoxy]methyl}-1H-benzimidazol-2-yl]oxy}cyclopentanecarboxylate). As a reaction SMILES: [C:1]1([C:29]2[CH:34]=[CH:33][CH:32]=[CH:31][CH:30]=2)[CH:6]=[CH:5][C:4]([C:7]2[C:27]([Cl:28])=[CH:26][C:10]3[N:11]([CH2:18][O:19][CH2:20][CH2:21][Si:22]([CH3:25])([CH3:24])[CH3:23])[C:12](S(C)(=O)=O)=[N:13][C:9]=3[CH:8]=2)=[CH:3][CH:2]=1.[OH:35][CH:36]1[CH2:40][CH2:39][CH:38]([C:41]([O:43][CH2:44][CH3:45])=[O:42])[CH2:37]1>CN(C=O)C.CCOC(C)=O>[C:1]1([C:29]2[CH:34]=[CH:33][CH:32]=[CH:31][CH:30]=2)[CH:6]=[CH:5][C:4]([C:7]2[C:27]([Cl:28])=[CH:26][C:10]3[N:11]([CH2:18][O:19][CH2:20][CH2:21][Si:22]([CH3:25])([CH3:24])[CH3:23])[C:12]([O:35][CH:36]4[CH2:40][CH2:39][CH:38]([C:41]([O:43][CH2:44][CH3:45])=[O:42])[CH2:37]4)=[N:13][C:9]=3[CH:8]=2)=[CH:3][CH:2]=1. Procedure: To a solution of 5-(biphenyl-4-yl)-6-chloro-2-(methylsulfonyl)-1-{[2-(trimethylsilyl)ethoxy]methyl}-1H-benzimidazole (Intermediate 3, 0.350 g, 0.682 mmol) and ethyl 3-hydroxycyclopentanecarboxylate (Intermediate 9, 0.647 mL, 4.09 mmol) in 2.3 mL DMF was added DSU (0.514 mL. 3.41 mmol) dropwise via syringe. The reaction was heated overnight at 80° C., then diluted with EtOAc, and washed with H2O and brine. The aqueous layer was further extracted with EtOAc, and the combined organic layers were dr... Reactants: BrN1C(CCC1=O)=O (N-bromosuccinimide), BrC=1C=C(C(=C(C1)N1CCC(CC1)O)OC)C(C)(C)C (1-[5-bromo-3-(tert-butyl)-2-methoxyphenyl]-4-piperidinol), C(CCC)[Sn](C(=C)OCC)(CCCC)CCCC (tributyl(1-ethoxyvinyl)tin), [F-].[Cs+] (CsF). The reagents and catalysts are C=1C=CC(=CC1)[P](C=2C=CC=CC2)(C=3C=CC=CC3)[Pd]([P](C=4C=CC=CC4)(C=5C=CC=CC5)C=6C=CC=CC6)([P](C=7C=CC=CC7)(C=8C=CC=CC8)C=9C=CC=CC9)[P](C=1C=CC=CC1)(C=1C=CC=CC1)C=1C=CC=CC1 (tetrakis(triphenylphosphine)palladium). Run in C(=O)(O)[O-].[Na+] (NaHCO3), C(C)(=O)OCC (ethyl acetate), O1CCCC1 (tetrahydrofuran), O (water), O1CCOCC1 (1,4-dioxane), CCOCC (Et2O). Run at time 15 minute. The product is BrCC(=O)C1=CC(=C(C(=C1)N1CCC(CC1)O)OC)C(C)(C)C (2-Bromo-1-[3-(tert-butyl)-5-(4-hydroxypiperidino)-4-methoxyphenyl]-1-ethanone). Yield: 51.2%. Reaction SMILES: Br[C:2]1[CH:3]=[C:4]([C:17]([CH3:20])([CH3:19])[CH3:18])[C:5]([O:15][CH3:16])=[C:6]([N:8]2[CH2:13][CH2:12][CH:11]([OH:14])[CH2:10][CH2:9]2)[CH:7]=1.C([Sn](CCCC)(CCCC)[C:26]([O:28]CC)=[CH2:27])CCC.[F-].[Cs+].[Br:41]N1C(=O)CCC1=O>O1CCOCC1.CCOCC.O1CCCC1.O.C([O-])(O)=O.[Na+].C(OCC)(=O)C.C1C=CC([P]([Pd]([P](C2C=CC=CC=2)(C2C=CC=CC=2)C2C=CC=CC=2)([P](C2C=CC=CC=2)(C2C=CC=CC=2)C2C=CC=CC=2)[P](C2C=CC=CC=2)(C2C=CC=CC=2)C2C=CC=CC=2)(C2C=CC=CC=2)C2C=CC=CC=2)=CC=1>[Br:41][CH2:28][C:26]([C:2]1[CH:7]=[C:6]([N:8]2[CH2:13][CH2:12][CH:11]([OH:14])[CH2:10][CH2:9]2)[C:5]([O:15][CH3:16])=[C:4]([C:17]([CH3:20])([CH3:19])[CH3:18])[CH:3]=1)=[O:27] |f:2.3,9.10,^1:80,82,101,120|. Procedure details: A solution of the 1-[5-bromo-3-(tert-butyl)-2-methoxyphenyl]-4-piperidinol (1.3 g, 3.8 mmol), tributyl(1-ethoxyvinyl)tin (1.5 g, 4.2 mmol), tetrakis(triphenylphosphine)palladium (440 mg, 0.38 mmol) and CsF (1.27 g, 8.4 mmol) in 1,4-dioxane (8 ml) was stirred at 100° C. for 2.5 hours under a nitrogen stream. After completion of the reaction, the mixture was cooled to room temperature and diluted with Et2O, and the insoluble portion was filtered through celite. The solvent was distilled off under ... Starting materials: FC=1C=C2C=CC(NC2=CC1N1C(N(C(=CC1=O)C(F)(F)F)C)=O)=O (3-(6-fluoroquinolin-2-on-7-yl)-1-methyl-6-trifluoromethyluracil), BrCC#C (3-bromopropyne), C([O-])([O-])=O.[K+].[K+] (potassium carbonate). The solvent is CN(C=O)C (N,N-dimethylformamide). The product is C(C#C)N1C(C=CC2=CC(=C(C=C12)N1C(N(C(=CC1=O)C(F)(F)F)C)=O)F)=O (3-[1-(2-propyn-1-yl)-6-fluoroquinolin-2-on-7-yl]-1-methyl-6-trifluoromethyluracil). The yield is 50.9%. RXN SMILES: [F:1][C:2]1[CH:3]=[C:4]2[C:9](=[CH:10][C:11]=1[N:12]1[C:17](=[O:18])[CH:16]=[C:15]([C:19]([F:22])([F:21])[F:20])[N:14]([CH3:23])[C:13]1=[O:24])[NH:8][C:7](=[O:25])[CH:6]=[CH:5]2.Br[CH2:27][C:28]#[CH:29].C(=O)([O-])[O-].[K+].[K+]>CN(C)C=O>[CH2:29]([N:8]1[C:9]2[C:4](=[CH:3][C:2]([F:1])=[C:11]([N:12]3[C:17](=[O:18])[CH:16]=[C:15]([C:19]([F:21])([F:22])[F:20])[N:14]([CH3:23])[C:13]3=[O:24])[CH:10]=2)[CH:5]=[CH:6][C:7]1=[O:25])[C:28]#[CH:27] |f:2.3.4|. Reported procedure: A stirred solution of 0.6 gram (0.002 mole) of 3-(6-fluoroquinolin-2-on-7-yl)-1-methyl-6-trifluoromethyluracil, 0.5 gram (0.003 mole) of 3-bromopropyne, and 0.5 gram (0.003 mole) of potassium carbonate in 40 mL of N,N-dimethylformamide was stirred at ambient temperature for about 16 hours. The reaction mixture was then subjected to column chromatography on silica gel. Elution was accomplished using 1:1 ethyl acetate-heptane and ethyl acetate. The product-containing fractions were combined and co... Reactants: OC1=C(C(OC(=C1)C)=O)C(C=CC1=CC(=CC=C1)C)=O (4-hydroxy-3-[3-(3-methylphenyl)-1-oxo-2-propenyl]-6-methyl-2H-pyran-2-one), COCCO (2-methoxyethanol), C1(=CC=CC=C1)P(C1=CC=CC=C1)C1=CC=CC=C1 (triphenylphosphine), N(=NC(=O)OCC)C(=O)OCC (diethyl azodicarboxylate). Solvent: O1CCCC1 (tetrahydrofuran), O1CCCC1 (tetrahydrofuran). Conditions: time 8 hour. Yields the product COCCOC1=C(C(OC(=C1)C)=O)C(C=CC1=CC(=CC=C1)C)=O (4-(2-methoxyethoxy)-3-[3-(3-methylphenyl)-1-oxo-2-propenyl]-6-methyl-2H-pyran-2-one). Reaction SMILES: [OH:1][C:2]1[CH:7]=[C:6]([CH3:8])[O:5][C:4](=[O:9])[C:3]=1[C:10](=[O:20])[CH:11]=[CH:12][C:13]1[CH:18]=[CH:17][CH:16]=[C:15]([CH3:19])[CH:14]=1.[CH3:21][O:22][CH2:23][CH2:24]O.C1(P(C2C=CC=CC=2)C2C=CC=CC=2)C=CC=CC=1.N(C(OCC)=O)=NC(OCC)=O>O1CCCC1>[CH3:21][O:22][CH2:23][CH2:24][O:1][C:2]1[CH:7]=[C:6]([CH3:8])[O:5][C:4](=[O:9])[C:3]=1[C:10](=[O:20])[CH:11]=[CH:12][C:13]1[CH:18]=[CH:17][CH:16]=[C:15]([CH3:19])[CH:14]=1. Reported procedure: To a mixture of 0.81 g of 4-hydroxy-3-[3-(3-methylphenyl)-1-oxo-2-propenyl]-6-methyl-2H-pyran-2-one, 10 ml of tetrahydrofuran, 0.25 ml of 2-methoxyethanol, and 0.87 g of triphenylphosphine was added dropwise a solution of 0.57 g of diethyl azodicarboxylate in 6 ml of tetrahydrofuran, and this was stirred at room temperature overnight. The solvent was distilled off under reduced pressure, and the resulting residue was subjected to silica gel column chromatography to obtain 389 mg of 4-(2-methoxye... Starting materials: [H-].C(C(C)C)[Al+]CC(C)C (Diisobutylaluminum hydride), C(C)OC(/C(=C/C1=CC=C(C=C1)C1=NC=CC=N1)/F)=O ((2Z)-2-Fluoro-3-[4-(2-pyrimidinyl)phenyl]-2-propenoic Acid Ethyl Ester). Run in C(Cl)Cl (methylene chloride). Run at temperature 0 celsius, time 10 minute. The product is F\C(\CO)=C/C1=CC=C(C=C1)C1=NC=CC=N1 ((2Z)-2-Fluoro-3-[4-(2-pyrimidinyl)phenyl]-2-propen-1-ol). Yield: 98.0%. As a reaction SMILES: [H-].C([Al+]CC(C)C)C(C)C.C([O:13][C:14](=O)/[C:15](/[F:29])=[CH:16]/[C:17]1[CH:22]=[CH:21][C:20]([C:23]2[N:28]=[CH:27][CH:26]=[CH:25][N:24]=2)=[CH:19][CH:18]=1)C>C(Cl)Cl>[F:29]/[C:15](=[CH:16]\[C:17]1[CH:18]=[CH:19][C:20]([C:23]2[N:24]=[CH:25][CH:26]=[CH:27][N:28]=2)=[CH:21][CH:22]=1)/[CH2:14][OH:13] |f:0.1|. Procedure details: Diisobutylaluminum hydride (1.0 M solution in THF, 5.5 mL, 5.50 mmol) was added dropwise to a 0° C. solution of the product from step A (500 mg, 1.84 mmol) in methylene chloride (15 mL). The resulting solution was stirred for 10 min at 0° C., quenched with methanol (0.25 mL) followed by 15% aq. Rochelle salt (20 mL), and allowed to stir at room temperature for 4 h. The layers were separated and the aqueous layer was extracted with methylene chloride (20 mL). The combined organic layers were drie...